The task is: describe an organic reaction: reactants, conditions, products, and yield. This data is from the Open Reaction Database (ORD), a public repository of structured organic reaction records. The reactants are [Cl-].CN(C1=CC=C(C=C1)C1=CC(=[S+]C(=C1)C1=CC=CC=C1)C1=CC=CC=C1)C (4-(4-dimethylaminophenyl)-2,6-diphenylthiapyrylium chloride), C(C)O (ethanol), CN(C1=CC=C(C=C1)N=NC1=CC=C(C(=O)[O-])C=C1)C.[Na+] (sodium 4-(4-dimethylaminophenylazo)benzoate). The solvent is O (water), O (water). Yields the product CN(C1=CC=C(C=C1)N=NC1=CC=C(C(=O)[O-])C=C1)C.CN(C1=CC=C(C=C1)C1=CC(=[S+]C(=C1)C1=CC=CC=C1)C1=CC=CC=C1)C (4-(4-dimethylaminophenyl)-2,6-diphenylthiapyrylium 4-(4-dimethylaminophenylazo)benzoate). Reaction SMILES: [Cl-].[CH3:2][N:3]([CH3:28])[C:4]1[CH:9]=[CH:8][C:7]([C:10]2[CH:15]=[C:14]([C:16]3[CH:21]=[CH:20][CH:19]=[CH:18][CH:17]=3)[S+:13]=[C:12]([C:22]3[CH:27]=[CH:26][CH:25]=[CH:24][CH:23]=3)[CH:11]=2)=[CH:6][CH:5]=1.C(O)C.[CH3:32][N:33]([CH3:51])[C:34]1[CH:39]=[CH:38][C:37]([N:40]=[N:41][C:42]2[CH:50]=[CH:49][C:45]([C:46]([O-:48])=[O:47])=[CH:44][CH:43]=2)=[CH:36][CH:35]=1.[Na+]>O>[CH3:32][N:33]([CH3:51])[C:34]1[CH:35]=[CH:36][C:37]([N:40]=[N:41][C:42]2[CH:50]=[CH:49][C:45]([C:46]([O-:48])=[O:47])=[CH:44][CH:43]=2)=[CH:38][CH:39]=1.[CH3:2][N:3]([CH3:28])[C:4]1[CH:5]=[CH:6][C:7]([C:10]2[CH:11]=[C:12]([C:22]3[CH:27]=[CH:26][CH:25]=[CH:24][CH:23]=3)[S+:13]=[C:14]([C:16]3[CH:21]=[CH:20][CH:19]=[CH:18][CH:17]=3)[CH:15]=2)=[CH:8][CH:9]=1 |f:0.1,3.4,6.7|. Procedure details: To a hot solution composed of 4.04 g. 4-(4-dimethylaminophenyl)-2,6-diphenylthiapyrylium chloride, 200 mls. water, and 50 mls. ethanol, was added in one portion a solution of sodium 4-(4-dimethylaminophenylazo)benzoate, 3.0 g., in hot water, 150 mls. There was immediate formation of a fine, dark-brown precipitate. The reaction mixture was quickly chilled in ice, and then filtered. The filtrate was a clear, deep orange. The solid was washed with cold water until the washings were only weakly oran... Reactants: Br, CCOC(=O)c1csc(Nc2ccc(Cl)cc2)n1, O=C(Cl)c1ccccc1Cl, ClCCl. The product is CCOC(=O)c1csc(N(C(=O)c2ccccc2Cl)c2ccc(Cl)cc2)n1. As a reaction SMILES: [BrH:19].[CH2:1]([CH3:2])[O:3][C:4](=[O:5])[c:6]1[n:7][c:8]([NH:11][c:12]2[cH:13][cH:14][c:15]([Cl:18])[cH:16][cH:17]2)[s:9][cH:10]1.[Cl:20][C:21](=[O:22])[c:23]1[cH:24][cH:25][cH:26][cH:27][c:28]1[Cl:29].[Cl:30][CH2:31][Cl:32]>>[CH2:1]([CH3:2])[O:3][C:4](=[O:5])[c:6]1[n:7][c:8]([N:11]([c:12]2[cH:13][cH:14][c:15]([Cl:18])[cH:16][cH:17]2)[C:21](=[O:22])[c:23]2[cH:24][cH:25][cH:26][cH:27][c:28]2[Cl:29])[s:9][cH:10]1. The reactants are F[B-](F)(F)F, COc1cc(C(=O)O)ccc1Nc1ncc2c(n1)N(C1CCCC1)CC1(CC1)C(=O)N2C, CCN(C(C)C)C(C)C, ClCCl, Cl, Cl, NC1CN2CCC1CC2, CN(C)C(On1nnc2ccccc21)=[N+](C)C. Product: COc1cc(C(=O)NC2CN3CCC2CC3)ccc1Nc1ncc2c(n1)N(C1CCCC1)CC1(CC1)C(=O)N2C. Reaction SMILES: [B-:42]([F:43])([F:44])([F:45])[F:46].[CH:1]1([N:6]2[c:7]3[c:8]([cH:17][n:18][c:19]([NH:21][c:22]4[c:23]([O:31][CH3:32])[cH:24][c:25]([C:26](=[O:27])[OH:28])[cH:29][cH:30]4)[n:20]3)[N:9]([CH3:16])[C:10](=[O:15])[C:11]3([CH2:12][CH2:13]3)[CH2:14]2)[CH2:2][CH2:3][CH2:4][CH2:5]1.[CH:33]([N:34]([CH2:35][CH3:36])[CH:37]([CH3:38])[CH3:39])([CH3:40])[CH3:41].[Cl:75][CH2:76][Cl:77].[ClH:64].[ClH:65].[NH2:66][CH:67]1[CH2:68][N:69]2[CH2:70][CH2:71][CH:72]1[CH2:73][CH2:74]2.[n:47]1([O:48][C:49]([N:50]([CH3:51])[CH3:52])=[N+:53]([CH3:54])[CH3:55])[c:56]2[cH:57][cH:58][cH:59][cH:60][c:61]2[n:62][n:63]1>>[CH:1]1([N:6]2[c:7]3[c:8]([cH:17][n:18][c:19]([NH:21][c:22]4[c:23]([O:31][CH3:32])[cH:24][c:25]([C:26](=[O:27])[NH:66][CH:67]5[CH2:68][N:69]6[CH2:70][CH2:71][CH:72]5[CH2:73][CH2:74]6)[cH:29][cH:30]4)[n:20]3)[N:9]([CH3:16])[C:10](=[O:15])[C:11]3([CH2:12][CH2:13]3)[CH2:14]2)[CH2:2][CH2:3][CH2:4][CH2:5]1.